Dataset: the Open Reaction Database (ORD), a public repository of structured organic reaction records. Task: describe an organic reaction: reactants, conditions, products, and yield Reaction SMILES: [Br:1][CH2:2][CH2:3][CH2:4][CH2:5][CH2:6][Cl:7].[C:8](=[O:9])([O-:10])[O-:11].[CH3:47][c:48]1[cH:49][cH:50][cH:51][cH:52][cH:53]1.[CH3:54][CH2:55][O:56][C:57](=[O:58])[CH3:59].[Cs+:12].[Cs+:13].[OH:14][c:15]1[c:16]([CH:21]=[CH:22][CH:23]([CH2:24][CH2:25][c:26]2[cH:27][cH:28][c:29]([C:30](=[O:31])[O:32][CH3:33])[cH:34][cH:35]2)[CH2:36][c:37]2[cH:38][cH:39][c:40]([C:43](=[O:44])[O:45][CH3:46])[cH:41][cH:42]2)[cH:17][cH:18][cH:19][cH:20]1>>[CH2:2]([CH2:3][CH2:4][CH2:5][CH2:6][Cl:7])[O:14][c:15]1[c:16]([CH:21]=[CH:22][CH:23]([CH2:24][CH2:25][c:26]2[cH:27][cH:28][c:29]([C:30](=[O:31])[O:32][CH3:33])[cH:34][cH:35]2)[CH2:36][c:37]2[cH:38][cH:39][c:40]([C:43](=[O:44])[O:45][CH3:46])[cH:41][cH:42]2)[cH:17][cH:18][cH:19][cH:20]1. The product is COC(=O)c1ccc(CCC(C=Cc2ccccc2OCCCCCCl)Cc2ccc(C(=O)OC)cc2)cc1. Starting materials: ClCCCCCBr, O=C([O-])[O-], Cc1ccccc1, CCOC(C)=O, [Cs+], [Cs+], COC(=O)c1ccc(CCC(C=Cc2ccccc2O)Cc2ccc(C(=O)OC)cc2)cc1.